From a dataset of the Open Reaction Database (ORD), a public repository of structured organic reaction records. describe an organic reaction: reactants, conditions, products, and yield Starting materials: O=C([O-])[O-], CCOC(C)=O, [Cl-], O=C(c1ccccc1)C(F)(F)Cl, [Cs+], [Cs+], [NH4+], CN(C)C=O, COC(=O)c1ccc(O)cn1. Yields the product COC(=O)c1ccc(OC(F)F)cn1. As a reaction SMILES: [C:1](=[O:2])([O-:3])[O-:4].[CH3:37][CH2:38][O:39][C:40](=[O:41])[CH3:42].[Cl-:30].[Cl:7][C:8]([C:9]([c:10]1[cH:11][cH:12][cH:13][cH:14][cH:15]1)=[O:16])([F:17])[F:18].[Cs+:5].[Cs+:6].[NH4+:31].[O:32]=[CH:33][N:34]([CH3:35])[CH3:36].[OH:19][c:20]1[cH:21][cH:22][c:23]([C:26](=[O:27])[O:28][CH3:29])[n:24][cH:25]1>>[CH:8]([F:17])([F:18])[O:19][c:20]1[cH:21][cH:22][c:23]([C:26](=[O:27])[O:28][CH3:29])[n:24][cH:25]1. The reactants are O=C(n1ccnc1)n1ccnc1, CC(C)(C)OC(=O)NC1(C(=O)O)CC1CC(F)F, C1CCC2=NCCCN2CC1, C1CCOC1, CCOC(C)=O, NS(=O)(=O)C1CC1. Product: CC(C)(C)OC(=O)NC1(C(=O)NS(=O)(=O)C2CC2)CC1CC(F)F. RXN SMILES: [C:19]([n:20]1[cH:21][cH:22][n:23][cH:24]1)([n:25]1[cH:26][cH:27][n:28][cH:29]1)=[O:30].[C:1]([CH3:2])([CH3:3])([CH3:4])[O:5][C:6](=[O:7])[NH:8][C:9]1([C:16](=[O:17])[OH:18])[CH:10]([CH2:12][CH:13]([F:14])[F:15])[CH2:11]1.[CH2:38]1[CH2:39][CH2:40][C:41]2=[N:46][CH2:45][CH2:44][CH2:43][N:42]2[CH2:47][CH2:48]1.[CH2:49]1[O:50][CH2:51][CH2:52][CH2:53]1.[CH3:54][CH2:55][O:56][C:57]([CH3:58])=[O:59].[CH:31]1([S:34](=[O:35])(=[O:36])[NH2:37])[CH2:32][CH2:33]1>>[C:1]([CH3:2])([CH3:3])([CH3:4])[O:5][C:6](=[O:7])[NH:8][C:9]1([C:16](=[O:18])[NH:37][S:34]([CH:31]2[CH2:32][CH2:33]2)(=[O:35])=[O:36])[CH:10]([CH2:12][CH:13]([F:14])[F:15])[CH2:11]1.